Dataset: the Open Reaction Database (ORD), a public repository of structured organic reaction records. Task: describe an organic reaction: reactants, conditions, products, and yield Reported procedure: 2,6-Dichloro-N-hydroxybenzenecarboximidoyl chloride (1.25 g, 5.6 mmol) and 2,2-dichloro-N-(2-ethynylphenyl)acetamide (1.93 g, 8.5 mmol) were dissolved in anhydrous tetrahydrofuran (40 mL) and triethylamine (1.0 mL). The mixture was stirred at room temperature for 1 h then heated at reflux for 4 h to generate the 2,6-dichlorophenyl nitrile oxide intermediate, which reacted by a 1,3-dipolar cycloaddition reaction with 2,2-dichloro-N-(2-ethynylphenyl)acetamide. The solvent was removed under reduced... RXN SMILES: [Cl:1][C:2]1[CH:7]=[CH:6][CH:5]=[C:4]([Cl:8])[C:3]=1[C:9](Cl)=[N:10][OH:11].[Cl:13][CH:14]([Cl:26])[C:15]([NH:17][C:18]1[CH:23]=[CH:22][CH:21]=[CH:20][C:19]=1[C:24]#[CH:25])=[O:16]>O1CCCC1.C(N(CC)CC)C>[Cl:13][CH:14]([Cl:26])[C:15]([NH:17][C:18]1[CH:23]=[CH:22][CH:21]=[CH:20][C:19]=1[C:24]1[O:11][N:10]=[C:9]([C:3]2[C:2]([Cl:1])=[CH:7][CH:6]=[CH:5][C:4]=2[Cl:8])[CH:25]=1)=[O:16]. Reaction conditions: time 1 hour. Run in O1CCCC1 (tetrahydrofuran), C(C)N(CC)CC (triethylamine). The reactants are 2,6-dichlorophenyl nitrile oxide, ClC(C(=O)NC1=C(C=CC=C1)C#C)Cl (2,2-dichloro-N-(2-ethynylphenyl)acetamide), ClC1=C(C(=CC=C1)Cl)C(=NO)Cl (2,6-Dichloro-N-hydroxybenzenecarboximidoyl chloride), ClC(C(=O)NC1=C(C=CC=C1)C#C)Cl (2,2-dichloro-N-(2-ethynylphenyl)acetamide). Product: ClC(C(=O)NC1=C(C=CC=C1)C1=CC(=NO1)C1=C(C=CC=C1Cl)Cl)Cl (2,2-dichloro-N-[2-[3-(2,6-dichlorophenyl)-5-isoxazolyl]phenyl]acetamide). The reactants are C=CCCCC, Cc1ccccc1, O=Cc1ccccc1. Yields the product CCCCCCC(=O)c1ccccc1. As a reaction SMILES: [CH2:9]=[CH:10][CH2:11][CH2:12][CH2:13][CH3:14].[CH3:15][c:16]1[cH:17][cH:18][cH:19][cH:20][cH:21]1.[CH:1](=[O:2])[c:3]1[cH:4][cH:5][cH:6][cH:7][cH:8]1>>[C:1](=[O:2])([c:3]1[cH:4][cH:5][cH:6][cH:7][cH:8]1)[CH2:9][CH2:10][CH2:11][CH2:12][CH2:13][CH3:14]. Reactants: CC(=O)CC(=O)CCc1ccc(NC(=O)CCCC(=O)NCCOCCOCCOCCC(=O)OC(C)(C)C)cc1, ClCCCl, CCN(C(C)C)C(C)C, ClCCl, ClCCl, O=C(O)C(F)(F)F, O=C1CCC(=O)N1O. Yields the product CC(=O)CC(=O)CCc1ccc(NC(=O)CCCC(=O)NCCOCCOCCOCCC(=O)ON2C(=O)CCC2=O)cc1. As a reaction SMILES: [C:1]([CH3:2])([CH3:3])([CH3:4])[O:5][C:6]([CH2:7][CH2:8][O:9][CH2:10][CH2:11][O:12][CH2:13][CH2:14][O:15][CH2:16][CH2:17][NH:18][C:19]([CH2:20][CH2:21][CH2:22][C:23]([NH:24][c:25]1[cH:26][cH:27][c:28]([CH2:31][CH2:32][C:33]([CH2:34][C:35]([CH3:36])=[O:37])=[O:38])[cH:29][cH:30]1)=[O:39])=[O:40])=[O:41].[CH2:59]([Cl:60])[CH2:61][Cl:62].[CH:42]([N:43]([CH2:44][CH3:45])[CH:46]([CH3:47])[CH3:48])([CH3:49])[CH3:50].[Cl:70][CH2:71][Cl:72].[Cl:73][CH2:74][Cl:75].[F:63][C:64]([F:65])([F:66])[C:67]([OH:68])=[O:69].[OH:51][N:52]1[C:53](=[O:58])[CH2:54][CH2:55][C:56]1=[O:57]>>[O:5]([C:6]([CH2:7][CH2:8][O:9][CH2:10][CH2:11][O:12][CH2:13][CH2:14][O:15][CH2:16][CH2:17][NH:18][C:19]([CH2:20][CH2:21][CH2:22][C:23]([NH:24][c:25]1[cH:26][cH:27][c:28]([CH2:31][CH2:32][C:33]([CH2:34][C:35]([CH3:36])=[O:37])=[O:38])[cH:29][cH:30]1)=[O:39])=[O:40])=[O:41])[N:52]1[C:53](=[O:58])[CH2:54][CH2:55][C:56]1=[O:57].